This data is from the Open Reaction Database (ORD), a public repository of structured organic reaction records. The task is: describe an organic reaction: reactants, conditions, products, and yield The reactants are C(Cl)Cl (CH2Cl2), ClC1=CC=C2C=CC(=NC2=C1)CBr (7-chloro-2-(bromomethyl)quinoline), OC=1C=C(C=O)C=CC1 (3-hydroxybenzaldehyde), C(=O)([O-])[O-].[K+].[K+] (K2CO3). The solvent is CC(=O)C (acetone). Product: ClC1=CC=C2C=CC(=NC2=C1)COC=1C=C(C=O)C=CC1 (3-((7-chloro-2-quinolinyl)methoxy)benzaldehyde). As a reaction SMILES: [Cl:1][C:2]1[CH:11]=[C:10]2[C:5]([CH:6]=[CH:7][C:8]([CH2:12]Br)=[N:9]2)=[CH:4][CH:3]=1.[OH:14][C:15]1[CH:16]=[C:17]([CH:20]=[CH:21][CH:22]=1)[CH:18]=[O:19].C([O-])([O-])=O.[K+].[K+].C(Cl)Cl>CC(C)=O>[Cl:1][C:2]1[CH:11]=[C:10]2[C:5]([CH:6]=[CH:7][C:8]([CH2:12][O:14][C:15]3[CH:16]=[C:17]([CH:20]=[CH:21][CH:22]=3)[CH:18]=[O:19])=[N:9]2)=[CH:4][CH:3]=1 |f:2.3.4|. Procedure details: A suspension of 7-chloro-2-(bromomethyl)quinoline (50.5 g, 197 mmol, EP 233,763, Example 4, Step 1), 3-hydroxybenzaldehyde (22.9 g, 188 mmol) and K2CO3 (51.7 g, 375 mmol) in 600 mL of acetone was heated to reflux for 2 h. After cooling down, 200 mL of CH2Cl2 was added and the mixture was filtered through celite with acetone:CH2Cl2 3:1. The title product was purified by flash chromatography on silica with EtOAc:toluene 5:95 to yield 46.64 g, 83%. (Alternatively, the product may be purified by a s... The reactants are CSC1=CC(CCCCOc2ccccc2)(O[Si](C)(C)C)C(C(O)C=CC(CCCO[Si](C)(C)C(C)(C)C)O[Si](C)(C)C(C)(C)C)C1=O, CS(=O)(=O)Cl, ClCCl, [K+], O=S(=O)([O-])O. The product is CSC1=CC(CCCCOc2ccccc2)(O[Si](C)(C)C)C(=CC=CC(CCCO[Si](C)(C)C(C)(C)C)O[Si](C)(C)C(C)(C)C)C1=O. As a reaction SMILES: [C:1]([CH3:2])([CH3:3])([CH3:4])[Si:5]([O:6][CH:7]([CH:8]=[CH:9][CH:10]([OH:11])[CH:12]1[C:13]([O:20][Si:21]([CH3:22])([CH3:23])[CH3:24])([CH2:25][CH2:26][CH2:27][CH2:28][O:29][c:30]2[cH:31][cH:32][cH:33][cH:34][cH:35]2)[CH:14]=[C:15]([S:18][CH3:19])[C:16]1=[O:17])[CH2:36][CH2:37][CH2:38][O:39][Si:40]([CH3:41])([CH3:42])[C:43]([CH3:44])([CH3:45])[CH3:46])([CH3:47])[CH3:48].[CH3:49][S:50](=[O:51])(=[O:52])[Cl:53].[Cl:60][CH2:61][Cl:62].[K+:59].[S:54]([O-:55])([OH:56])(=[O:57])=[O:58]>>[C:1]([CH3:2])([CH3:3])([CH3:4])[Si:5]([O:6][CH:7]([CH:8]=[CH:9][CH:10]=[C:12]1[C:13]([O:20][Si:21]([CH3:22])([CH3:23])[CH3:24])([CH2:25][CH2:26][CH2:27][CH2:28][O:29][c:30]2[cH:31][cH:32][cH:33][cH:34][cH:35]2)[CH:14]=[C:15]([S:18][CH3:19])[C:16]1=[O:17])[CH2:36][CH2:37][CH2:38][O:39][Si:40]([CH3:41])([CH3:42])[C:43]([CH3:44])([CH3:45])[CH3:46])([CH3:47])[CH3:48]. The reactants are BrC(C)CCC (2-bromopentane), [Mg] (magnesium), [Cl-].[NH4+] (ammonium chloride), CC(C=O)=CCC (2-methyl-2-pentenal). The solvent is CCOCC (ether), CCOCC (ether), CCOCC (ether), CCOCC (ether). Reaction conditions: temperature 10 celsius. Product: CC(=CCC)C(C(CCC)C)O (4,6-Dimethyl-3-nonen-5-ol). RXN SMILES: [Mg].Br[CH:3]([CH2:5][CH2:6][CH3:7])[CH3:4].[CH3:8][C:9](=[CH:12][CH2:13][CH3:14])[CH:10]=[O:11].[Cl-].[NH4+]>CCOCC>[CH3:4][C:3]([CH:10]([OH:11])[CH:9]([CH3:8])[CH2:12][CH2:13][CH3:14])=[CH:5][CH2:6][CH3:7] |f:3.4|. Reported procedure: 28.3 g (1.18 g atoms) of magnesium in 200 ml of ether are placed in an apparatus which is customary for Grignard reactions. While stirring and under a protective gas atmosphere (nitrogen) there are subsequently added dropwise 178.1 g (1.18 mol) of 2-bromopentane in 500 ml of absolute ether so that, after initiation of the reaction, the ether constantly boils slightly. After completing the addition, the mixture is held at reflux temperature for a further 30 minutes, then cooled to 10° C. and a so... The reactants are [Li+].[OH-] (LiOH), O=C1NC2=C(CCN1C1CCN(CC1)C(=O)O[C@H](CC1=CC(=CC(=C1)Br)Br)C(=O)OC)C=CC=C2 ((R)-2-(3,5-dibromo-phenyl)-1-methoxycarbonyl-ethyl 4-(2-oxo-1,2,4,5-tetrahydro-1,3-benzodiazepin-3-yl)-piperidine-1-carboxylate). The solvent is O (water), C1CCOC1 (THF). Reaction conditions: time 2 hour. Yields the product O=C1NC2=C(CCN1C1CCN(CC1)C(=O)O[C@H](CC1=CC(=CC(=C1)Br)Br)C(=O)O)C=CC=C2 ((R)-1-carboxy-2-(3,5-dibromo-phenyl)-ethyl 4-(2-oxo-1,2,4,5-tetrahydro-1,3-benzodiazepin-3-yl)-piperidine-1-carboxylate). RXN SMILES: [Li+].[OH-].[O:3]=[C:4]1[N:10]([CH:11]2[CH2:16][CH2:15][N:14]([C:17]([O:19][C@@H:20]([C:30]([O:32]C)=[O:31])[CH2:21][C:22]3[CH:27]=[C:26]([Br:28])[CH:25]=[C:24]([Br:29])[CH:23]=3)=[O:18])[CH2:13][CH2:12]2)[CH2:9][CH2:8][C:7]2[CH:34]=[CH:35][CH:36]=[CH:37][C:6]=2[NH:5]1>O.C1COCC1>[O:3]=[C:4]1[N:10]([CH:11]2[CH2:16][CH2:15][N:14]([C:17]([O:19][C@@H:20]([C:30]([OH:32])=[O:31])[CH2:21][C:22]3[CH:27]=[C:26]([Br:28])[CH:25]=[C:24]([Br:29])[CH:23]=3)=[O:18])[CH2:13][CH2:12]2)[CH2:9][CH2:8][C:7]2[CH:34]=[CH:35][CH:36]=[CH:37][C:6]=2[NH:5]1 |f:0.1|. Procedure: A solution of 118 mg (4.9 mmol) LiOH in 5 mL water was added to a solution of 2.0 g (3.3 mmol) of (R)-2-(3,5-dibromo-phenyl)-1-methoxycarbonyl-ethyl 4-(2-oxo-1,2,4,5-tetrahydro-1,3-benzodiazepin-3-yl)-piperidine-1-carboxylate in 12.5 mL THF and the mixture was stirred for 2 h at RT. The reaction mixture was evaporated down i. vac., the residue was combined with water and TBME, the aqueous phase was adjusted to pH 2-3 with conc. HCl and extracted with DCM. The combined organic phases were washed ... Reactants: ClC=1C(=CC2=C(CC(N(N=C2C2=CC(=C(C=C2)[N+](=O)[O-])C)C(CC)=O)C)C1)Cl ((±)-4,5-dihydro-7,8-dichloro-4-methyl-1-(3-methyl-4-nitrophenyl)-3-propionyl-3H-2,3-benzodiazepine), O.NN (hydrazine hydrate). The reagents and catalysts are [Ni] (Raney nickel). The solvent is CO (methanol), ClCCl (dichloromethane). Conditions: time 45 minute. The product is NC1=C(C=C(C=C1)C1=NN(C(CC2=C1C=C(C(=C2)Cl)Cl)C)C(CC)=O)C ((±)-1-(4-Amino-3-methylphenyl)-4,5-dihydro-7,8-dichloro-4-methyl-3-propionyl-3H-2,3-benzodiazepine). The yield is 51.0%. RXN SMILES: [Cl:1][C:2]1[C:3]([Cl:28])=[CH:4][C:5]2[C:11]([C:12]3[CH:17]=[CH:16][C:15]([N+:18]([O-])=O)=[C:14]([CH3:21])[CH:13]=3)=[N:10][N:9]([C:22](=[O:25])[CH2:23][CH3:24])[CH:8]([CH3:26])[CH2:7][C:6]=2[CH:27]=1.O.NN>CO.ClCCl.[Ni]>[NH2:18][C:15]1[CH:16]=[CH:17][C:12]([C:11]2[C:5]3[CH:4]=[C:3]([Cl:28])[C:2]([Cl:1])=[CH:27][C:6]=3[CH2:7][CH:8]([CH3:26])[N:9]([C:22](=[O:25])[CH2:23][CH3:24])[N:10]=2)=[CH:13][C:14]=1[CH3:21] |f:1.2|. Reported procedure: 4.2 g (10 mmoles) of (±)-4,5-dihydro-7,8-dichloro-4-methyl-1-(3-methyl-4-nitrophenyl)-3-propionyl-3H-2,3-benzodiazepine are dissolved in a mixture of 40 cm3 of methanol and 40 cm3 of dichloromethane, then 3.0 g of wet Raney nickel catalyst and, under vigorous stirring, 1.7 cm3 (35 mmoles) of 98% hydrazine hydrate are added. The reaction mixture is stirred for further 45 minutes, the catalyst is filtered, washed with dichloromethane, the filtrate is evaporated, and the residue is rubbed with 50 c... Starting materials: [N+](=O)([O-])C1=CC2=C(OCC3(OC3)C=3N2N=NN3)C=C1 (9-nitro-5H-spiro[benzo[b]tetrazolo[1,5-d][1,4]oxazepine-4,2′-oxirane]). The reagents and catalysts are [OH-].[OH-].[Pd+2] (Pd(OH)2 on carbon). Solvent: CCO (EtOH). The product is NC1=CC2=C(OCC(C=3N2N=NN3)(O)C)C=C1 ((R/S)9-amino-4-methyl-4,5-dihydrobenzo[b]tetrazolo[1,5-d][1,4]oxazepin-4-ol). Reaction SMILES: [N+:1]([C:4]1[CH:19]=[CH:18][C:7]2[O:8][CH2:9][C:10]3([C:13]4[N:14]([N:15]=[N:16][N:17]=4)[C:6]=2[CH:5]=1)[CH2:12][O:11]3)([O-])=O>CCO.[OH-].[OH-].[Pd+2]>[NH2:1][C:4]1[CH:19]=[CH:18][C:7]2[O:8][CH2:9][C:10]([CH3:12])([OH:11])[C:13]3[N:14]([N:15]=[N:16][N:17]=3)[C:6]=2[CH:5]=1 |f:2.3.4|. Reported procedure: The general hydrogenation procedure described herein was used with 9-nitro-5H-spiro[benzo[b]tetrazolo[1,5-d][1,4]oxazepine-4,2′-oxirane] (16 mg, 0.06 mmol) and Pd(OH)2 on carbon (3 mg), at 1 atm H2 (Balloon) in EtOH (15 mL) to give the product (yield assumed quantitative=14 mg). Reactants: C(C)OC([C@H](CC1=CC=C(C=C1)OCCCBr)OC)=O ((2S)-3-[4-(3-Bromo-propoxy)-phenyl]-2-methoxy-propionic acid ethyl ester), OC1=CC=C(C=C1)NC(C(C)(C)C)=O (N-(4-Hydroxy-phenyl)-2,2-dimethyl-propionamide), [OH-].[Na+] (NaOH). The product is CC(C(=O)NC1=CC=C(OCCCOC2=CC=C(C=C2)C[C@@H](C(=O)O)OC)C=C1)(C)C ((2S)-3-(4-{3-[4-(2,2-Dimethyl-propionylamino)-phenoxy]-propoxy}-phenyl)-2-methoxy-propionic acid). RXN SMILES: C([O:3][C:4](=[O:20])[C@@H:5]([O:18][CH3:19])[CH2:6][C:7]1[CH:12]=[CH:11][C:10]([O:13][CH2:14][CH2:15][CH2:16]Br)=[CH:9][CH:8]=1)C.[OH:21][C:22]1[CH:27]=[CH:26][C:25]([NH:28][C:29](=[O:34])[C:30]([CH3:33])([CH3:32])[CH3:31])=[CH:24][CH:23]=1.[OH-].[Na+]>>[CH3:31][C:30]([CH3:33])([CH3:32])[C:29]([NH:28][C:25]1[CH:26]=[CH:27][C:22]([O:21][CH2:16][CH2:15][CH2:14][O:13][C:10]2[CH:9]=[CH:8][C:7]([CH2:6][C@H:5]([O:18][CH3:19])[C:4]([OH:3])=[O:20])=[CH:12][CH:11]=2)=[CH:23][CH:24]=1)=[O:34] |f:2.3|. Reported procedure: (2S)-3-[4-(3-Bromo-propoxy)-phenyl]-2-methoxy-propionic acid ethyl ester from Example 173, Step A was treated with N-(4-Hydroxy-phenyl)-2,2-dimethyl-propionamide from Step A under the Standard Procedure J. The compound thus obtained was allowed to react under Standard hydrolysis procedure C (NaOH) to give the title compound. MS(ES) for C24H31NO6 [M+H]+: 430. Reactants: CC(C)(C)OC(=O)NCCCCCC(=O)O, CCN(C(C)C)C(C)C, ClCCl, CC(C)(C)c1ccc(C(=O)NC(=S)Nc2ccc(N)cc2)cc1. Product: CC(C)(C)OC(=O)NCCCCCC(=O)Nc1ccc(NC(=S)NC(=O)c2ccc(C(C)(C)C)cc2)cc1. As a reaction SMILES: [C:24]([CH3:25])([CH3:26])([CH3:27])[O:28][C:29](=[O:30])[NH:31][CH2:32][CH2:33][CH2:34][CH2:35][CH2:36][C:37](=[O:38])[OH:39].[CH:40]([N:41]([CH2:42][CH3:43])[CH:44]([CH3:45])[CH3:46])([CH3:47])[CH3:48].[Cl:49][CH2:50][Cl:51].[NH2:1][c:2]1[cH:3][cH:4][c:5]([NH:8][C:9](=[S:10])[NH:11][C:12]([c:13]2[cH:14][cH:15][c:16]([C:19]([CH3:20])([CH3:21])[CH3:22])[cH:17][cH:18]2)=[O:23])[cH:6][cH:7]1>>[NH:1]([c:2]1[cH:3][cH:4][c:5]([NH:8][C:9](=[S:10])[NH:11][C:12]([c:13]2[cH:14][cH:15][c:16]([C:19]([CH3:20])([CH3:21])[CH3:22])[cH:17][cH:18]2)=[O:23])[cH:6][cH:7]1)[C:37]([CH2:36][CH2:35][CH2:34][CH2:33][CH2:32][NH:31][C:29]([O:28][C:24]([CH3:25])([CH3:26])[CH3:27])=[O:30])=[O:38]. Reactants: CCOC(C)=O, CCCCCC, CS(C)=O, CCOC(C)=O, CCC(C)Oc1cccc(Cc2ncc(CCl)c3cc(OC)c(OC)cc23)c1, N#C[Na], O. Product: CCC(C)Oc1cccc(Cc2ncc(CC#N)c3cc(OC)c(OC)cc23)c1. Reaction SMILES: [C:38]([O:39][CH2:40][CH3:41])(=[O:42])[CH3:43].[CH3:32][CH2:33][CH2:34][CH2:35][CH2:36][CH3:37].[CH3:44][S:45]([CH3:46])=[O:47].[CH3:48][CH2:49][O:50][C:51](=[O:52])[CH3:53].[CH:1]([CH3:2])([CH2:3][CH3:4])[O:5][c:6]1[cH:7][c:8]([CH2:9][c:10]2[n:11][cH:12][c:13]([CH2:24][Cl:25])[c:14]3[cH:15][c:16]([O:22][CH3:23])[c:17]([O:20][CH3:21])[cH:18][c:19]23)[cH:26][cH:27][cH:28]1.[Na:29][C:30]#[N:31].[OH2:54]>>[CH:1]([CH3:2])([CH2:3][CH3:4])[O:5][c:6]1[cH:7][c:8]([CH2:9][c:10]2[n:11][cH:12][c:13]([CH2:24][C:30]#[N:31])[c:14]3[cH:15][c:16]([O:22][CH3:23])[c:17]([O:20][CH3:21])[cH:18][c:19]23)[cH:26][cH:27][cH:28]1.